The task is: describe an organic reaction: reactants, conditions, products, and yield. This data is from the Open Reaction Database (ORD), a public repository of structured organic reaction records. Reactants: CCc1c(-c2ccc(OCc3ccccc3)cc2)c2cc(CO)c3cccc1n32, CC(C)(C)[O-], CN(C)CCCCl, CN(C)C=O, CCO, Cl, [H-], [K+], [Na+], O. The product is CCc1c(-c2ccc(OCc3ccccc3)cc2)c2cc(COCCCN(C)C)c3cccc1n32. RXN SMILES: [CH2:1]([c:2]1[cH:3][cH:4][cH:5][cH:6][cH:7]1)[O:8][c:9]1[cH:10][cH:11][c:12](-[c:15]2[c:16]([CH2:28][CH3:29])[c:17]3[cH:18][cH:19][cH:20][c:21]4[n:22]3[c:23]2[cH:24][c:25]4[CH2:26][OH:27])[cH:13][cH:14]1.[CH3:32][C:33]([CH3:34])([O-:35])[CH3:36].[CH3:39][N:40]([CH2:41][CH2:42][CH2:43][Cl:44])[CH3:45].[CH3:46][N:47]([CH3:48])[CH:49]=[O:50].[CH3:52][CH2:53][OH:54].[ClH:38].[H-:30].[K+:37].[Na+:31].[OH2:51]>>[CH2:1]([c:2]1[cH:3][cH:4][cH:5][cH:6][cH:7]1)[O:8][c:9]1[cH:10][cH:11][c:12](-[c:15]2[c:16]([CH2:28][CH3:29])[c:17]3[cH:18][cH:19][cH:20][c:21]4[n:22]3[c:23]2[cH:24][c:25]4[CH2:26][O:27][CH2:43][CH2:42][CH2:41][N:40]([CH3:39])[CH3:45])[cH:13][cH:14]1. Reactants: CO, COC(=O)c1coc2ccccc12, [Li+], [OH-], O. Product: O=C(O)c1coc2ccccc12. As a reaction SMILES: [CH3:1][OH:2].[CH3:3][O:4][C:5](=[O:6])[c:7]1[cH:8][o:9][c:10]2[c:11]1[cH:12][cH:13][cH:14][cH:15]2.[Li+:16].[OH-:17].[OH2:18]>>[O:4]=[C:5]([OH:6])[c:7]1[cH:8][o:9][c:10]2[c:11]1[cH:12][cH:13][cH:14][cH:15]2.